Dataset: the Open Reaction Database (ORD), a public repository of structured organic reaction records. Task: describe an organic reaction: reactants, conditions, products, and yield Reactants: CC(=O)C.OS(=O)(=O)O.O=[Cr](=O)=O (Jones reagent), C=C[C@H]([C@H]1CC[C@H]2[C@@H]3CCC4=CC(CC[C@]4(C)[C@H]3CC[C@]12C)=O)C (21-methylene-20(R)-methylpregn-4-en-3-one), CC(=O)C (acetone). Reaction conditions: time 45 minute. Yields the product C[C@@H]1[C@]2(C)[C@@H](CC1)[C@@H]1CC(C3=CC(CC[C@]3(C)[C@H]1CC2)=O)=O (17β-Methylandrost-4-en-3,6-dione). Isolated yield 27.0%. Reaction SMILES: [CH3:1][C:2]([CH3:4])=[O:3].OS(O)(=O)=O.O=[Cr](=O)=O.C=C[C@@H:16](C)[C@@H:17]1[C@:34]2([CH3:35])[C@H:20]([C@H:21]3[C@H:31]([CH2:32][CH2:33]2)[C@:29]2(C)[C:24](=CC(=O)C[CH2:28]2)CC3)[CH2:19][CH2:18]1.[CH3:38][C:39]([CH3:41])=[O:40]>>[CH3:16][C@H:17]1[CH2:18][CH2:19][C@H:20]2[C@H:21]3[C@H:31]([CH2:32][CH2:33][C@:34]12[CH3:35])[C@:29]1([CH3:28])[C:41](=[CH:1][C:2](=[O:3])[CH2:4][CH2:24]1)[C:39](=[O:40])[CH2:38]3 |f:0.1.2|. Procedure: Refer to FIG. 189. Jones reagent (2.67 M, 0.88 ml, 2.3 mmol) was added to a solution of 17β-methylandrost-5-en-3β-ol (5, 135.5 mg, 0.4697 mmol) (J. B. Jones and K. D. Gordon, Can. J. Chem. 1972, 50, 2712-2718) in acetone (15 ml) and the mixture was 10 stirred 45 min. The reaction was quenched with the addition of 2-propanol (0.44 ml). After stirring a further 10 min. the reaction mixture was poured into 30 ml of water and extracted with three 15 ml portions of ethyl acetate. The combined organic... The reactants are C(C)(C)OC(C)C (diisopropyl ether), FC1=C(C=CC=C1)C1(OC1)[C@@H](C)OC1OCCCC1 (2-(2-fluorophenyl)-2-[(1R)-1-(3,4,5,6-tetrahydro-2H-pyran-2-yl)oxyethyl]oxirane), 0548553A, FC1=C(C=CC=C1)C1(OC1)[C@@H](C)O ((1R)-1-[2-(2-fluorophenyl)-2-oxiranyl] ethanol), product, C1(=CC=CC=C1)P(C1=CC=CC=C1)C1=CC=CC=C1 (triphenyl phosphine), [N+](=O)([O-])C=1C=C(C(=O)O)C=C(C1)[N+](=O)[O-] (3,5-dinitrobenzoic acid), N(=NC(=O)OCC)C(=O)OCC (diethyl azodicarboxylate). Solvent: O (water), C(C)(=O)OCC (ethyl acetate), O1CCCC1 (tetrahydrofuran). Run at time 7 hour. Yields the product [N+](=O)([O-])C=1C=C(C(=O)O[C@@H](C)[C@@]2(OC2)C2=C(C=CC=C2)F)C=C(C1)[N+](=O)[O-] ([(1S)-1-[(2R)-2-(2-fluorophenyl)-2-oxiranyl)ethyl] 3,5-dinitrobenzoate). RXN SMILES: FC1C=CC=CC=1C1([C@H](OC2CCCCO2)C)CO1.[F:20][C:21]1[CH:26]=[CH:25][CH:24]=[CH:23][C:22]=1[C:27]1([C@H:30]([OH:32])[CH3:31])[CH2:29][O:28]1.C1(P(C2C=CC=CC=2)C2C=CC=CC=2)C=CC=CC=1.[N+:52]([C:55]1[CH:56]=[C:57]([CH:61]=[C:62]([N+:64]([O-:66])=[O:65])[CH:63]=1)[C:58](O)=[O:59])([O-:54])=[O:53].N(C(OCC)=O)=NC(OCC)=O.C(OC(C)C)(C)C>O1CCCC1.O.C(OCC)(=O)C>[N+:52]([C:55]1[CH:56]=[C:57]([CH:61]=[C:62]([N+:64]([O-:66])=[O:65])[CH:63]=1)[C:58]([O:32][C@H:30]([C@@:27]1([C:22]2[CH:23]=[CH:24][CH:25]=[CH:26][C:21]=2[F:20])[CH2:29][O:28]1)[CH3:31])=[O:59])([O-:54])=[O:53]. Procedure details: In the same manner as in Reference Example 1, starting from 2-(2-fluorophenyl)-2-[(1R)-1-(3,4,5,6-tetrahydro-2H-pyran-2-yl)oxyethyl]oxirane (synthesized by the method described in EP 0548553A), (1R)-1-[2-(2-fluorophenyl)-2-oxiranyl] ethanol was obtained. To a solution of this product (34.77 g) in tetrahydrofuran (600 ml) were added, with ice cooling, 127.21 g of triphenyl phosphine, 102.88 g of 3,5-dinitrobenzoic acid and 84.47g of diethyl azodicarboxylate, and the resulting mixture was stirred ...